From a dataset of the Open Reaction Database (ORD), a public repository of structured organic reaction records. describe an organic reaction: reactants, conditions, products, and yield Reactants: [H-].[Na+] (sodium hydride), ClC1=C(C=C(C(=C1)Cl)OC(C)C)N1N=CC(NC1=O)=O (2-[2,4-dichloro-5-(1-methylethoxy)phenyl]-1,2,4-triazine-3,5(2H,4H)-dione), IC (iodomethane), ice water. Solvent: CN(C=O)C (N,N-dimethylformamide), CN(C=O)C (N,N-dimethylformamide), CN(C=O)C (N,N-dimethylformamide). Conditions: time 1 hour. Yields the product ClC1=C(C=C(C(=C1)Cl)OC(C)C)N1N=CC(N(C1=O)C)=O (2-[2,4-dichloro-5-(1-methylethoxy)phenyl]-4-methyl-1,2,4-triazine-3,5(2H,4H)-dione), Compound 12. RXN SMILES: [H-].[Na+].[Cl:3][C:4]1[CH:9]=[C:8]([Cl:10])[C:7]([O:11][CH:12]([CH3:14])[CH3:13])=[CH:6][C:5]=1[N:15]1[C:20](=[O:21])[NH:19][C:18](=[O:22])[CH:17]=[N:16]1.I[CH3:24]>CN(C)C=O>[Cl:3][C:4]1[CH:9]=[C:8]([Cl:10])[C:7]([O:11][CH:12]([CH3:14])[CH3:13])=[CH:6][C:5]=1[N:15]1[C:20](=[O:21])[N:19]([CH3:24])[C:18](=[O:22])[CH:17]=[N:16]1 |f:0.1|. Reported procedure: To a stirred mixture of 0.6 g (0.025 mole) of sodium hydride in 15 mL of N,N-dimethylformamide was added a solution of 7.5 g (0.024 mole) of 2-[2,4-dichloro-5-(1-methylethoxy)phenyl]-1,2,4-triazine-3,5(2H,4H)-dione in 30 mL of N,N-dimethylformamide with external cooling to maintain the reaction temperature below 40° C. After complete addition, the mixture was allowed to come to room temperature and was stirred for one hour. A solution of 3.5 g (0.025 mole) of iodomethane in 10 mL of N,N-dimethyl... Starting materials: C(C)(C)(C)OC(=O)N1C[C@H]([C@@H](C1)C1=NC=CC=C1)NC(=O)OCC1=CC=CC=C1 (1-tert-Butyloxycarbonyl-trans-3-benzyloxycarbonylamino-4-(2-pyridyl)pyrrolidine). The reagents and catalysts are [Pd] (Pd on carbon). Solvent: CCO (EtOH). Reaction conditions: time 18 hour. Product: C(C)(C)(C)OC(=O)N1C[C@H]([C@@H](C1)C1=NC=CC=C1)N (1-tert-Butyloxycarbonyl-trans-3-amino-4-(2-pyridyl)pyrrolidine). RXN SMILES: [C:1]([O:5][C:6]([N:8]1[CH2:12][C@@H:11]([C:13]2[CH:18]=[CH:17][CH:16]=[CH:15][N:14]=2)[C@H:10]([NH:19]C(OCC2C=CC=CC=2)=O)[CH2:9]1)=[O:7])([CH3:4])([CH3:3])[CH3:2]>CCO.[Pd]>[C:1]([O:5][C:6]([N:8]1[CH2:12][C@@H:11]([C:13]2[CH:18]=[CH:17][CH:16]=[CH:15][N:14]=2)[C@H:10]([NH2:19])[CH2:9]1)=[O:7])([CH3:4])([CH3:2])[CH3:3]. Procedure: To a solution of 1-tert-butyloxycarbonyl-trans-3-benzyloxycarbonylamino-4-(2-pyridyl)pyrrolidine from step 6 above (3.9 g, 9.8 mmol) in EtOH (25 mL) was added 10% Pd on carbon (1.5 g). The mixture was shaken under an atmosphere of hydrogen (40 psi) at ambient temperature for 18 h on a Parr apparatus. The catalyst was removed by filtration and the solvent was removed in vacuo to give the title compound as an oil (2.5 g, HPLC RT=3.96 min, method A).